Task: describe an organic reaction: reactants, conditions, products, and yield. Dataset: the Open Reaction Database (ORD), a public repository of structured organic reaction records Reactants: O1CC2(C1)CC1C(C1C2)C(=O)OCC (ethyl spiro[bicyclo[3.1.0]hexane-3,3′-oxetane]-6-carboxylate), [OH-].[Na+] (sodium hydroxide). Run in C(C)O (ethanol), O (water). Run at time 16 hour. The product is O1CC2(C1)CC1C(C1C2)C(=O)O (spiro[bicyclo[3.1.0]hexane-3,3′-oxetane]-6-carboxylic Acid). The yield is 62.6%. RXN SMILES: [O:1]1[CH2:4][C:3]2([CH2:9][CH:8]3[CH:6]([CH:7]3[C:10]([O:12]CC)=[O:11])[CH2:5]2)[CH2:2]1.[OH-].[Na+]>C(O)C.O>[O:1]1[CH2:4][C:3]2([CH2:5][CH:6]3[CH:8]([CH:7]3[C:10]([OH:12])=[O:11])[CH2:9]2)[CH2:2]1 |f:1.2|. Procedure: To a solution of ethyl spiro[bicyclo[3.1.0]hexane-3,3′-oxetane]-6-carboxylate (1.5 g, 7.6 mmol) in ethanol (15 mL) was added sodium hydroxide (917 mg, 22.9 mmol) in water (5 mL). After 16 h, the reaction mixture was concentrated, and the resulting residue was dissolved with water (20 mL). The resulting solution was extracted with ethyl acetate (15 mL). The aqueous layer was acidified with 1 M aqueous HCl solution to pH=3, and the aqueous solution was extracted with dichloromethane (20 mL). The c... The reactants are COC(C1=C(C=C(C=C1C)F)I)=O (2-iodo-4-fluoro-6-methyl-benzoic acid methyl ester), CN(C)C=O (DMF). Reagents/catalysts: C1=CC=C(C=C1)P([C-]2C=CC=C2)C3=CC=CC=C3.C1=CC=C(C=C1)P([C-]2C=CC=C2)C3=CC=CC=C3.Cl[Pd]Cl.[Fe+2] (PdCl2(dppf)2), [Zn] (zinc), [C-]#N.[Zn+2].[C-]#N (Zinc cyanide). Solvent: C(C)(=O)OCC (ethyl acetate). Conditions: temperature 150 celsius, time 1 hour. Product: COC(C1=C(C=C(C=C1C)F)C#N)=O (2-cyano-4-fluoro-6-methyl-benzoic acid methyl ester). The yield is 91.0%. RXN SMILES: [CH3:1][O:2][C:3](=[O:13])[C:4]1[C:9]([CH3:10])=[CH:8][C:7]([F:11])=[CH:6][C:5]=1I.[CH3:14][N:15](C=O)C>C(OCC)(=O)C.C1C=CC(P(C2C=CC=CC=2)[C-]2C=CC=C2)=CC=1.C1C=CC(P(C2C=CC=CC=2)[C-]2C=CC=C2)=CC=1.Cl[Pd]Cl.[Fe+2].[Zn].[C-]#N.[Zn+2].[C-]#N>[CH3:1][O:2][C:3](=[O:13])[C:4]1[C:9]([CH3:10])=[CH:8][C:7]([F:11])=[CH:6][C:5]=1[C:14]#[N:15] |f:3.4.5.6,8.9.10|. Reported procedure: A mixture of 2-iodo-4-fluoro-6-methyl-benzoic acid methyl ester (0.294 g, 1.0 mmol), PdCl2(dppf)2 (0.018 g, 0.025 mmol), zinc (0.002 g, 0.03 mmol), Zinc cyanide (0.234 g, 2 mmol) and DMF (3 mL) was stirred at 150° C. for 1 h. The reaction mixture was cooled to room temperature, dissolved in ethyl acetate (50 mL) and washed with water. Combined organic layer was dried (MgSO4), filtered and concentrated. Silica gel column chromatography using 10:1 hexane-ethyl acetate afforded 2-cyano-4-fluoro-6-m...